Dataset: the Open Reaction Database (ORD), a public repository of structured organic reaction records. Task: describe an organic reaction: reactants, conditions, products, and yield The reactants are ClCCl, CCOC(C)=O, [Na+], [Na+], O, CCCc1nc(C)n(-c2ccc(OC3CCC(O)CC3)cc2)c(=O)c1Cc1ccc(-c2ccccc2-c2noc(=O)[nH]2)cc1, O=S([O-])([O-])=S. The product is CCCc1nc(C)n(-c2ccc(OC3CCC(=O)CC3)cc2)c(=O)c1Cc1ccc(-c2ccccc2-c2noc(=O)[nH]2)cc1. RXN SMILES: [CH2:59]([Cl:60])[Cl:61].[CH3:45][CH2:46][O:47][C:48](=[O:49])[CH3:50].[Na+:57].[Na+:58].[OH2:51].[OH:1][CH:2]1[CH2:3][CH2:4][CH:5]([O:8][c:9]2[cH:10][cH:11][c:12](-[n:15]3[c:16]([CH3:44])[n:17][c:18]([CH2:41][CH2:42][CH3:43])[c:19]([CH2:22][c:23]4[cH:24][cH:25][c:26](-[c:29]5[c:30](-[c:35]6[n:36][o:37][c:38](=[O:40])[nH:39]6)[cH:31][cH:32][cH:33][cH:34]5)[cH:27][cH:28]4)[c:20]3=[O:21])[cH:13][cH:14]2)[CH2:6][CH2:7]1.[S:52]([O-:53])([O-:54])(=[O:55])=[S:56]>>[O:1]=[C:2]1[CH2:3][CH2:4][CH:5]([O:8][c:9]2[cH:10][cH:11][c:12](-[n:15]3[c:16]([CH3:44])[n:17][c:18]([CH2:41][CH2:42][CH3:43])[c:19]([CH2:22][c:23]4[cH:24][cH:25][c:26](-[c:29]5[c:30](-[c:35]6[n:36][o:37][c:38](=[O:40])[nH:39]6)[cH:31][cH:32][cH:33][cH:34]5)[cH:27][cH:28]4)[c:20]3=[O:21])[cH:13][cH:14]2)[CH2:6][CH2:7]1. Reactants: CS(=O)(=O)C1=CC=C(C=N1)OC=1C=C2C=C(NC2=C(C1)OC1CCOCC1)C=1SC(CN1)CC(=O)O ({2-[5-{[6-(methylsulfonyl)pyridin-3-yl]oxy}-7-(tetrahydro-2H-pyran-4-yloxy)-1H-indol-2-yl]-4,5-dihydro-1,3-thiazol-5-yl}acetic acid), O.ON1N=NC2=C1C=CC=C2 (1-hydroxybenzotriazole monohydrate), Cl.C(C)N=C=NCCCN(C)C (1-ethyl-3-(3-dimethylaminopropyl)carbodiimide hydrochloride), Cl.CS(=O)(=O)CCN (2-(methylsulfonyl)ethaneamine hydrochloride). Run in CO (methanol), CN(C=O)C (N,N-dimethylformamide), C(C)N(CC)CC (triethylamine), C(C)(=O)OCC (ethyl acetate), O (Water), CCCCCC (hexane). Reaction conditions: time 15 hour. The product is CS(=O)(=O)CCNC(CC1CN=C(S1)C=1NC2=C(C=C(C=C2C1)OC=1C=NC(=CC1)S(=O)(=O)C)OC1CCOCC1)=O (N-[2-(Methylsulfonyl)ethyl]-2-{2-[5-{[6-(methylsulfonyl)pyridin-3-yl]oxy}-7-(tetrahydro-2H-pyran-4-yloxy)-1H-indol-2-yl]-4,5-dihydro-1,3-thiazol-5-yl}acetamide). Yield: 61.8%. RXN SMILES: [CH3:1][S:2]([C:5]1[N:10]=[CH:9][C:8]([O:11][C:12]2[CH:13]=[C:14]3[C:18](=[C:19]([O:21][CH:22]4[CH2:27][CH2:26][O:25][CH2:24][CH2:23]4)[CH:20]=2)[NH:17][C:16]([C:28]2[S:29][CH:30]([CH2:33][C:34]([OH:36])=O)[CH2:31][N:32]=2)=[CH:15]3)=[CH:7][CH:6]=1)(=[O:4])=[O:3].O.ON1C2C=CC=CC=2N=N1.Cl.C(N=C=NCCCN(C)C)C.Cl.[CH3:61][S:62]([CH2:65][CH2:66][NH2:67])(=[O:64])=[O:63]>CN(C)C=O.CCCCCC.C(OCC)(=O)C.CO.O.C(N(CC)CC)C>[CH3:61][S:62]([CH2:65][CH2:66][NH:67][C:34](=[O:36])[CH2:33][CH:30]1[S:29][C:28]([C:16]2[NH:17][C:18]3[C:14]([CH:15]=2)=[CH:13][C:12]([O:11][C:8]2[CH:9]=[N:10][C:5]([S:2]([CH3:1])(=[O:3])=[O:4])=[CH:6][CH:7]=2)=[CH:20][C:19]=3[O:21][CH:22]2[CH2:23][CH2:24][O:25][CH2:26][CH2:27]2)=[N:32][CH2:31]1)(=[O:64])=[O:63] |f:1.2,3.4,5.6|. Procedure: To a solution of {2-[5-{[6-(methylsulfonyl)pyridin-3-yl]oxy}-7-(tetrahydro-2H-pyran-4-yloxy)-1H-indol-2-yl]-4,5-dihydro-1,3-thiazol-5-yl}acetic acid (150 mg) in N,N-dimethylformamide (5 mL) were added 1-hydroxybenzotriazole monohydrate (65 mg), 1-ethyl-3-(3-dimethylaminopropyl)carbodiimide hydrochloride (81 mg), 2-(methylsulfonyl)ethaneamine hydrochloride (90 mg), and triethylamine (120 μL), and the mixture was stirred at room temperature for 15 hr. Water was added to the reaction mixture, and t...